This data is from the Open Reaction Database (ORD), a public repository of structured organic reaction records. The task is: describe an organic reaction: reactants, conditions, products, and yield The reactants are [Br-], COc1ccc(-c2cc(=O)c3ccc(OCC4CO4)cc3o2)cc1OC, CO, CC(C)N, [K+]. The product is COc1ccc(-c2cc(=O)c3ccc(OCC(O)CNC(C)C)cc3o2)cc1OC. RXN SMILES: [Br-:31].[CH3:1][O:2][c:3]1[cH:4][c:5](-[c:6]2[o:7][c:8]3[cH:9][c:10]([O:17][CH2:18][CH:19]4[CH2:20][O:21]4)[cH:11][cH:12][c:13]3[c:14](=[O:16])[cH:15]2)[cH:22][cH:23][c:24]1[O:25][CH3:26].[CH3:33][OH:34].[CH:27]([CH3:28])([CH3:29])[NH2:30].[K+:32]>>[CH3:1][O:2][c:3]1[cH:4][c:5](-[c:6]2[o:7][c:8]3[cH:9][c:10]([O:17][CH2:18][CH:19]([CH2:20][NH:30][CH:27]([CH3:28])[CH3:29])[OH:21])[cH:11][cH:12][c:13]3[c:14](=[O:16])[cH:15]2)[cH:22][cH:23][c:24]1[O:25][CH3:26]. Reactants: BrC1=C(OC2=NC=C(C#N)C=C2)C=CC=C1 (6-(2-bromophenoxy)nicotinonitrile), FC1=C(C=CC(=C1)B1OC(C(O1)(C)C)(C)C)C=1C=NC(=NC1)N (5-(2-fluoro-4-(4,4,5,5-tetramethyl-1,3,2-dioxaborolan-2-yl)phenyl)pyrimidin-2-amine). Product: NC1=NC=C(C=N1)C1=C(C=C(C=C1)C1=C(C=CC=C1)OC1=CC=C(C=N1)C#N)F (6-{[4′-(2-Aminopyrimidin-5-yl)-3′-fluorobiphenyl-2-yl]oxy}pyridine-3-carbonitrile). Reaction SMILES: Br[C:2]1[CH:16]=[CH:15][CH:14]=[CH:13][C:3]=1[O:4][C:5]1[CH:12]=[CH:11][C:8]([C:9]#[N:10])=[CH:7][N:6]=1.[F:17][C:18]1[CH:23]=[C:22](B2OC(C)(C)C(C)(C)O2)[CH:21]=[CH:20][C:19]=1[C:33]1[CH:34]=[N:35][C:36]([NH2:39])=[N:37][CH:38]=1>>[NH2:39][C:36]1[N:37]=[CH:38][C:33]([C:19]2[CH:20]=[CH:21][C:22]([C:2]3[CH:16]=[CH:15][CH:14]=[CH:13][C:3]=3[O:4][C:5]3[N:6]=[CH:7][C:8]([C:9]#[N:10])=[CH:11][CH:12]=3)=[CH:23][C:18]=2[F:17])=[CH:34][N:35]=1. Procedure: The title compound was prepared in a manner similar to that described in Example 88 using 6-(2-bromophenoxy)nicotinonitrile and 5-(2-fluoro-4-(4,4,5,5-tetramethyl-1,3,2-dioxaborolan-2-yl)phenyl)pyrimidin-2-amine. MS (ESI): mass calcd. for C22H14FN5O, 383.12; m/z found, 384.0 [M+H]+. 1H NMR (400 MHz, DMSO-d6) δ 8.60 (dd, J=2.3, 0.8, 1H), 8.44 (d, J=1.6, 2H), 8.26 (dd, J=8.6, 2.3, 1H), 7.59 (dd, J=7.6, 1.8, 1H), 7.56-7.48 (m, 2H), 7.45-7.39 (m, 1H), 7.36-7.27 (m, 3H), 7.21 (dd, J=8.7, 0.7, 1H), 6.... The reactants are NN1C(C2=CC=CC=C2C(=N1)N1CCSCC1)=O (2-amino-4-thiomorpholinophthalazin-1(2H)-one), ClC1=CC=C(C=C1)CC(=O)O (2-(4-chlorophenyl)acetic acid). The product is ClC1=CC=C(C=C1)CC(=O)NN1C(C2=CC=CC=C2C(=N1)N1CCSCC1)=O (2-(4-chlorophenyl)-N-[1-oxo-4-(thiomorpholin-4-yl)phthalazin-2(1H)-yl]acetamide). As a reaction SMILES: [NH2:1][N:2]1[N:11]=[C:10]([N:12]2[CH2:17][CH2:16][S:15][CH2:14][CH2:13]2)[C:9]2[C:4](=[CH:5][CH:6]=[CH:7][CH:8]=2)[C:3]1=[O:18].[Cl:19][C:20]1[CH:25]=[CH:24][C:23]([CH2:26][C:27](O)=[O:28])=[CH:22][CH:21]=1>>[Cl:19][C:20]1[CH:25]=[CH:24][C:23]([CH2:26][C:27]([NH:1][N:2]2[N:11]=[C:10]([N:12]3[CH2:13][CH2:14][S:15][CH2:16][CH2:17]3)[C:9]3[C:4](=[CH:5][CH:6]=[CH:7][CH:8]=3)[C:3]2=[O:18])=[O:28])=[CH:22][CH:21]=1. Reported procedure: The product from Example 91B and 2-(4-chlorophenyl)acetic acid were processed using a method similar to that described in Example 10C to afford the title compound. 1H NMR (400 MHz, DMSO-d6) δ ppm 11.49 (s, 1H), 8.29 (d, J=7.8 Hz, 1H), 7.93-8.03 (m, 2H), 7.89 (ddd, J=8.0, 6.2, 1.9 Hz, 1H), 7.34-7.47 (m, 4H), 3.67 (s, 2H), 2.83-2.86 (m, 4H); MS (APCI+) M/Z 415 (M+H)+. Reactants: ClCc1nnsc1Cl, CC(CO)Nc1nc(S)nc2nc(N)sc12. Yields the product CC(CO)Nc1nc(SCc2nnsc2Cl)nc2nc(N)sc12. As a reaction SMILES: [Cl:17][c:18]1[c:19]([CH2:23][Cl:24])[n:20][n:21][s:22]1.[NH2:1][c:2]1[s:3][c:4]2[c:5]([n:6][c:7]([SH:15])[n:8][c:9]2[NH:10][CH:11]([CH2:12][OH:13])[CH3:14])[n:16]1>>[NH2:1][c:2]1[s:3][c:4]2[c:5]([n:6][c:7]([S:15][CH2:23][c:19]3[c:18]([Cl:17])[s:22][n:21][n:20]3)[n:8][c:9]2[NH:10][CH:11]([CH2:12][OH:13])[CH3:14])[n:16]1. Starting materials: [Cl-], Cl, N#Cc1cc([N+](=O)[O-])ccc1N, [Na+], [OH-], O, O, O. Product: N#Cc1cc(N)ccc1N. Reaction SMILES: [Cl-:3].[ClH:4].[N+:5]([O-:6])(=[O:7])[c:8]1[cH:9][cH:10][c:11]([NH2:16])[c:12]([C:13]#[N:14])[cH:15]1.[Na+:18].[OH-:17].[OH2:19].[OH2:1].[OH2:2]>>[NH2:5][c:8]1[cH:9][cH:10][c:11]([NH2:16])[c:12]([C:13]#[N:14])[cH:15]1. Solvent: C1CCOC1 (THF), C1CCOC1 (THF). Reactants: CC(C)[Si](C(C)C)(SC=1C=C(OCCC2=CC=CC(=N2)CN)C=CC1)C(C)C ([6-(2-{3-[1,1-bis(Methylethyl)-2-methyl-1-silapropylthio]phenoxy}ethyl)(2-pyridyl)]methylamine), [F-].C(CCC)[N+](CCCC)(CCCC)CCCC (tetrabutylamonium floride), BrCC(CCC(=O)OCC)=O (ethyl 5-bromo-4-oxopentanoate). The yield is 64.4%. Conditions: time 15 minute. Yields the product CNC1=CC=CC(=N1)CCOC=1C=C(C=CC1)SCC(CCC(=O)OCC)=O (Ethyl 5-(3-{2-[6-(Methylamino)(2-pyridyl)]ethoxy }phenylthio)-4-oxopentanoate). Procedure details: To a solution of [6-(2-{3-[1,1-bis(Methylethyl)-2-methyl-1-silapropylthio]phenoxy}ethyl)(2-pyridyl)]methylamine (1.34 g, 3.2 mmol) and THF (25 ml) under Argon, was added tetrabutylamonium floride (3.5 ml, 3.5 mmol, 1M in THF) at room temperature. After stirring for 15 minutes, a solution of ethyl 5-bromo-4-oxopentanoate (0.79 g, 3.5 mmol) in THF (5 ml) was added. The mixture was stirred for 3 h. The solvent was removed under vacuum and the remaining residue was chromatographed over silica gel to... As a reaction SMILES: CC([Si](C(C)C)([S:8][C:9]1[CH:10]=[C:11]([CH:23]=[CH:24][CH:25]=1)[O:12][CH2:13][CH2:14][C:15]1[N:20]=[C:19](CN)[CH:18]=[CH:17][CH:16]=1)C(C)C)C.[F-].[CH2:30]([N+:34](CCCC)(CCCC)CCCC)CCC.Br[CH2:48][C:49](=[O:57])[CH2:50][CH2:51][C:52]([O:54][CH2:55][CH3:56])=[O:53]>C1COCC1>[CH3:30][NH:34][C:19]1[N:20]=[C:15]([CH2:14][CH2:13][O:12][C:11]2[CH:10]=[C:9]([S:8][CH2:48][C:49](=[O:57])[CH2:50][CH2:51][C:52]([O:54][CH2:55][CH3:56])=[O:53])[CH:25]=[CH:24][CH:23]=2)[CH:16]=[CH:17][CH:18]=1 |f:1.2|.